Task: describe an organic reaction: reactants, conditions, products, and yield. Dataset: the Open Reaction Database (ORD), a public repository of structured organic reaction records Starting materials: Nc1nccc2occ(Br)c12, O=C([O-])O, C1COCCO1, CC(C)(C)OC(=O)N1CCc2cc(B3OC(C)(C)C(C)(C)O3)ccc21, [Na+]. Yields the product CC(C)(C)OC(=O)N1CCc2cc(-c3coc4ccnc(N)c34)ccc21. As a reaction SMILES: [Br:1][c:2]1[cH:3][o:4][c:5]2[c:6]1[c:7]([NH2:11])[n:8][cH:9][cH:10]2.[C:37](=[O:38])([OH:39])[O-:40].[CH2:42]1[O:43][CH2:44][CH2:45][O:46][CH2:47]1.[CH3:12][C:13]1([CH3:14])[C:15]([CH3:16])([CH3:17])[O:18][B:19]([c:20]2[cH:21][c:22]3[c:26]([cH:27][cH:28]2)[N:25]([C:29](=[O:30])[O:31][C:32]([CH3:33])([CH3:34])[CH3:35])[CH2:24][CH2:23]3)[O:36]1.[Na+:41]>>[c:2]1(-[c:20]2[cH:21][c:22]3[c:26]([cH:27][cH:28]2)[N:25]([C:29](=[O:30])[O:31][C:32]([CH3:33])([CH3:34])[CH3:35])[CH2:24][CH2:23]3)[cH:3][o:4][c:5]2[c:6]1[c:7]([NH2:11])[n:8][cH:9][cH:10]2. Reactants: C1=CC=CC=2C3=CC=CC=C3C(C12)COC(=O)N[C@@H](CSCC(CC(=O)O)C(C=1C=NC=CC1)=O)C(=O)OC (3-({(2R)-2-[(fluoren-9-ylmethoxy)carbonylamino]-2-(methoxycarbonyl)ethylthio}methyl)-4-oxo-4-(3-pyridyl)butanoic acid), FC1=C(C=CC=C1)N=C=O (2-fluorophenyl isocyanate). Yields the product FC1=C(C=CC=C1)NC(=O)N[C@@H](CSCC(CC(=O)O)C(C=1C=NC=CC1)=O)C(=O)OC (3- [((2R)-2-{[(2-Fluorophenyl)amino]carbonylamino}-2-(methoxycarbonyl)ethylthio)methyl]-4-oxo-4-(3-pyridyl)butanoic Acid). Isolated yield 13.0%. As a reaction SMILES: C1C2C(CO[C:16]([NH:18][C@H:19]([C:36]([O:38][CH3:39])=[O:37])[CH2:20][S:21][CH2:22][CH:23]([C:28](=[O:35])[C:29]3[CH:30]=[N:31][CH:32]=[CH:33][CH:34]=3)[CH2:24][C:25]([OH:27])=[O:26])=[O:17])C3C(=CC=CC=3)C=2C=CC=1.[F:40][C:41]1[CH:46]=[CH:45][CH:44]=[CH:43][C:42]=1[N:47]=C=O>>[F:40][C:41]1[CH:46]=[CH:45][CH:44]=[CH:43][C:42]=1[NH:47][C:16]([NH:18][C@H:19]([C:36]([O:38][CH3:39])=[O:37])[CH2:20][S:21][CH2:22][CH:23]([C:28](=[O:35])[C:29]1[CH:30]=[N:31][CH:32]=[CH:33][CH:34]=1)[CH2:24][C:25]([OH:27])=[O:26])=[O:17]. Reported procedure: The title compound was prepared from 3-({(2R)-2-[(fluoren-9-ylmethoxy)carbonylamino]-2-(methoxycarbonyl)ethylthio}methyl)-4-oxo-4-(3-pyridyl)butanoic acid and 2-fluorophenyl isocyanate as described in Example 16 in a 13% yield; ESMS, (M+1)+464. Starting materials: OC=1C(=CC2=CC=CC(=C2C1)O)C(=O)O (3,5-dihydroxy-2-naphthoic acid), Cl.COC([C@@H](N)CC1=CC=CC=C1)=O (L-phenylalanine methyl ester hydrochloride), CCN=C=NCCCN(C)C.Cl (WSC.HCl), C=1C=CC2=C(C1)N=NN2O (HOBT), CN1CCOCC1 (N-methylmorpholine). The solvent is CN(C)C=O (DMF), O (Water). Product: COC([C@H](CC1=CC=CC=C1)NC(=O)C1=CC2=CC=CC(=C2C=C1O)O)=O ((2S)-3-Phenyl-2-(3,5-dihydroxy-2-naphthoylamino)propionic acid methyl ester). Yield: 60.5%. Reaction SMILES: [OH:1][C:2]1[C:3]([C:13]([OH:15])=O)=[CH:4][C:5]2[C:10]([CH:11]=1)=[C:9]([OH:12])[CH:8]=[CH:7][CH:6]=2.Cl.[CH3:17][O:18][C:19](=[O:29])[C@H:20]([CH2:22][C:23]1[CH:28]=[CH:27][CH:26]=[CH:25][CH:24]=1)[NH2:21].CCN=C=NCCCN(C)C.Cl.C1C=CC2N(O)N=NC=2C=1.CN1CCOCC1>CN(C=O)C.O>[CH3:17][O:18][C:19](=[O:29])[C@@H:20]([NH:21][C:13]([C:3]1[C:2]([OH:1])=[CH:11][C:10]2[C:5](=[CH:6][CH:7]=[CH:8][C:9]=2[OH:12])[CH:4]=1)=[O:15])[CH2:22][C:23]1[CH:28]=[CH:27][CH:26]=[CH:25][CH:24]=1 |f:1.2,3.4|. Reported procedure: A solution of 3,5-dihydroxy-2-naphthoic acid (4.08 g), L-phenylalanine methyl ester hydrochloride (4.74 g), WSC.HCl (4.22 g), HOBT (2.97 g) and N-methylmorpholine (2.41 ml) in DMF (200 ml) was stirred at room temperature for 16 hours. Water was added to the reaction mixture, and the mixture was extracted with ethyl acetate. The organic layer was washed successively with a 10% aqueous citric acid solution, water, a saturated aqueous sodium hydrogencarbonate solution, water and saturated brine, dr...